From a dataset of the Open Reaction Database (ORD), a public repository of structured organic reaction records. describe an organic reaction: reactants, conditions, products, and yield Starting materials: C1COCCO1, COC(=O)c1cnc(N2CCN(S(=O)(=O)c3ccc(OC)c(OC)c3)CC2)s1, C[O-], CO, Cl, Cl, NO, [Na+]. Product: COc1ccc(S(=O)(=O)N2CCN(c3ncc(C(=O)NO)s3)CC2)cc1OC. RXN SMILES: [CH2:38]1[O:39][CH2:40][CH2:41][O:42][CH2:43]1.[CH3:1][O:2][C:3](=[O:4])[c:5]1[cH:6][n:7][c:8]([N:10]2[CH2:11][CH2:12][N:13]([S:16](=[O:17])(=[O:18])[c:19]3[cH:20][c:21]([O:27][CH3:28])[c:22]([O:25][CH3:26])[cH:23][cH:24]3)[CH2:14][CH2:15]2)[s:9]1.[CH3:32][O-:33].[CH3:35][OH:36].[ClH:29].[ClH:37].[NH2:30][OH:31].[Na+:34]>>[O:2]=[C:3]([c:5]1[cH:6][n:7][c:8]([N:10]2[CH2:11][CH2:12][N:13]([S:16](=[O:17])(=[O:18])[c:19]3[cH:20][c:21]([O:27][CH3:28])[c:22]([O:25][CH3:26])[cH:23][cH:24]3)[CH2:14][CH2:15]2)[s:9]1)[NH:30][OH:31].